Dataset: the Open Reaction Database (ORD), a public repository of structured organic reaction records. Task: describe an organic reaction: reactants, conditions, products, and yield Starting materials: Fc1cc(F)cc(Br)c1, CN1CCC(O)CC1, CN(C)C=O, [H-], [Na+]. The product is CN1CCC(Oc2cc(F)cc(Br)c2)CC1. As a reaction SMILES: [Br:11][c:12]1[cH:13][c:14]([F:19])[cH:15][c:16]([F:18])[cH:17]1.[CH3:1][N:2]1[CH2:3][CH2:4][CH:5]([OH:8])[CH2:6][CH2:7]1.[CH3:20][N:21]([CH3:22])[CH:23]=[O:24].[H-:9].[Na+:10]>>[CH3:1][N:2]1[CH2:3][CH2:4][CH:5]([O:8][c:16]2[cH:15][c:14]([F:19])[cH:13][c:12]([Br:11])[cH:17]2)[CH2:6][CH2:7]1. Starting materials: CC1CCC2C1C(=O)OC=C2C (NPL), CC1CCC2C1C(=O)OC=C2C (nepetalactone). Run in C[C@H]1CC[C@@H]([C@@H]1C(=O)O)[C@@H](C)C=O (nepetalic acid). Reaction conditions: temperature 76 celsius, time 7 hour. The product is CC1CCC(C1C(=O)O)C(C)C (puleganic acid). As a reaction SMILES: [CH3:1][CH:2]1[CH:6]2[C:7]([O:9][CH:10]=[C:11]([CH3:12])[CH:5]2[CH2:4][CH2:3]1)=[O:8]>C[C@@H]1[C@@H](C(O)=O)[C@@H]([C@H](C=O)C)CC1>[CH3:1][CH:2]1[CH:6]([C:7]([OH:9])=[O:8])[CH:5]([CH:11]([CH3:12])[CH3:10])[CH2:4][CH2:3]1. Procedure: This example shows the effect of treating crude catmint oil by steam distillation, followed by distillation with isopropanol on the rate of hydrogenation of nepetalactone (NPL) to DHN. Catmint oil (2400 grams; Lot 2003 from George Thacker Sons) and deionized water (1440 grams) were combined in a 4 liter heated resin kettle outfitted with a shell and tube condenser and a dry ice cold finger. This resin kettle was outfitted with a vacuum control. Vacuum was controlled at a pressure of 6.9 kPa whil... Reactants: 5.65, SnCl2 ·H2O, FC(CNC(C1=C(C(=CC(=C1)F)[N+](=O)[O-])O)=O)(F)F (5-fluoro-2-hydroxy-3-nitrobenzoic acid-(2,2,2,-trifluoro-ethyl)amide). The solvent is C(C)O (ethanol). Conditions: temperature 70 celsius, time 2 hour. Yields the product FC(CNC(C1=C(C(=CC(=C1)F)N)O)=O)(F)F (3-Amino-5-fluoro-2-hydroxy-benzoic acid-(2,2,2,-trifluoro-ethyl)amide). As a reaction SMILES: [F:1][C:2]([F:19])([F:18])[CH2:3][NH:4][C:5](=[O:17])[C:6]1[CH:11]=[C:10]([F:12])[CH:9]=[C:8]([N+:13]([O-])=O)[C:7]=1[OH:16]>C(O)C>[F:19][C:2]([F:1])([F:18])[CH2:3][NH:4][C:5](=[O:17])[C:6]1[CH:11]=[C:10]([F:12])[CH:9]=[C:8]([NH2:13])[C:7]=1[OH:16]. Procedure: 7.05 g (25 mmol) of 5-fluoro-2-hydroxy-3-nitrobenzoic acid-(2,2,2,-trifluoro-ethyl)amide is dissolved in 70 ml of ethanol, 5.65 (25 mmol) of SnCl2 ·H2O is added and the suspension is stirred for 2 hours at 70° C. The reaction mixture is then concentrated by evaporation to oil and used in the next reaction without purification. The reactants are C(C)(C)N(CC)C(C)C (diisopropylethylamine), OCCNC(OC(C)(C)C)=O (tert-butyl 2-hydroxyethylcarbamate), S(=O)(=O)(C)Cl (mesyl chloride). Run in ClCCl (dichloromethane), ClCCl (dichloromethane). Reaction conditions: temperature 23 celsius, time 18 hour. Product: CS(=O)(=O)OCCNC(OC(C)(C)C)=O (tert-butyl 2-methylsulfonyloxyethylcarbamate). The yield is 96.7%. As a reaction SMILES: [OH:1][CH2:2][CH2:3][NH:4][C:5](=[O:11])[O:6][C:7]([CH3:10])([CH3:9])[CH3:8].C(N(C(C)C)CC)(C)C.[S:21](Cl)([CH3:24])(=[O:23])=[O:22]>ClCCl>[CH3:24][S:21]([O:1][CH2:2][CH2:3][NH:4][C:5](=[O:11])[O:6][C:7]([CH3:8])([CH3:10])[CH3:9])(=[O:23])=[O:22]. Procedure: A solution of tert-butyl 2-hydroxyethylcarbamate (25 mL, 161.6 mmol) in dichloromethane (60 mL) was cooled to 0° C. and stirred while first diisopropylethylamine (33.8 mL, 193.9 mmol) was added and then mesyl chloride (13.7 mL, 177.8 mmol) then was added dropwise. The mixture was allowed to warm to 23° C., stirred for 18 hours, poured into dichloromethane (200 mL) and washed with aqueous hydrochloric acid (3M, 3×25 mL) and saturated aqueous sodium hydrogencarbonate (2×25 mL). The organic layer w... Solvent: CO (methanol), C1CCOC1 (THF). Reagents/catalysts: [Pd] (palladium on charcoal). Procedure details: Prepared analogously to example 655d by hydrogenation of the product obtained from (687a) using palladium on charcoal in THF and methanol. The reactants are C(C)OC(C1=C(C=C(C(=C1)[N+](=O)[O-])NCC1=CC=CC=C1)OCCN(C)C)=O (2-(2-Dimethylamino-ethoxy)-4-(benzyl-amino)-5-nitro-benzoic acid ethyl-ester). As a reaction SMILES: [CH2:1]([O:3][C:4](=[O:28])[C:5]1[CH:10]=[C:9]([N+:11]([O-])=O)[C:8]([NH:14]CC2C=CC=CC=2)=[CH:7][C:6]=1[O:22][CH2:23][CH2:24][N:25]([CH3:27])[CH3:26])[CH3:2]>[Pd].C1COCC1.CO>[CH2:1]([O:3][C:4](=[O:28])[C:5]1[CH:10]=[C:9]([NH2:11])[C:8]([NH2:14])=[CH:7][C:6]=1[O:22][CH2:23][CH2:24][N:25]([CH3:27])[CH3:26])[CH3:2]. Product: C(C)OC(C1=C(C=C(C(=C1)N)N)OCCN(C)C)=O (2-(2-Dimethylamino-ethoxy)-4,5-diamino-benzoic acid ethyl-ester). Starting materials: C1COCCO1, CO, COc1nc2c(N)nc(OCCC3CC3)nc2n1CC1CCOC1, Cl, [Na+], [OH-], O. Yields the product Nc1nc(OCCC2CC2)nc2c1[nH]c(=O)n2CC1CCOC1. Reaction SMILES: [CH2:31]1[O:32][CH2:33][CH2:34][O:35][CH2:36]1.[CH3:29][OH:30].[CH:1]1([CH2:4][CH2:5][O:6][c:7]2[n:8][c:9]([NH2:24])[c:10]3[n:11][c:12]([O:22][CH3:23])[n:13]([CH2:16][CH:17]4[CH2:18][O:19][CH2:20][CH2:21]4)[c:14]3[n:15]2)[CH2:2][CH2:3]1.[ClH:25].[Na+:28].[OH-:27].[OH2:26]>>[CH:1]1([CH2:4][CH2:5][O:6][c:7]2[n:8][c:9]([NH2:24])[c:10]3[nH:11][c:12](=[O:22])[n:13]([CH2:16][CH:17]4[CH2:18][O:19][CH2:20][CH2:21]4)[c:14]3[n:15]2)[CH2:2][CH2:3]1.